This data is from the Open Reaction Database (ORD), a public repository of structured organic reaction records. The task is: describe an organic reaction: reactants, conditions, products, and yield As a reaction SMILES: C(SC1C=C(O)C(=O)NC=1)C1C=CC=CC=1.[F:17][C:18]1[CH:19]=[C:20]([CH:37]=[CH:38][C:39]=1[F:40])[CH2:21][S:22][C:23]1[CH:24]=[C:25]([O:33]COC)[C:26](=[O:32])[N:27](COC)[CH:28]=1>>[F:17][C:18]1[CH:19]=[C:20]([CH:37]=[CH:38][C:39]=1[F:40])[CH2:21][S:22][C:23]1[CH:24]=[C:25]([OH:33])[C:26](=[O:32])[NH:27][CH:28]=1. Procedure details: Prepared as described for 5-(benzylsulfanyl)-3-hydroxypyridin-2(1H)-one (Example 12) from 5-[(3,4-difluorobenzyl)sulfanyl]-3-(methoxymethoxy)-1-(methoxymethyl)pyridin-2(1H)-one (Intermediate 25). The product is FC=1C=C(CSC=2C=C(C(NC2)=O)O)C=CC1F (5-[(3,4-Difluorobenzyl)sulfanyl]-3-hydroxypyridin-2(1H)-one). Starting materials: C(C1=CC=CC=C1)SC=1C=C(C(NC1)=O)O (5-(benzylsulfanyl)-3-hydroxypyridin-2(1H)-one), FC=1C=C(CSC=2C=C(C(N(C2)COC)=O)OCOC)C=CC1F (5-[(3,4-difluorobenzyl)sulfanyl]-3-(methoxymethoxy)-1-(methoxymethyl)pyridin-2(1H)-one), FC=1C=C(CSC=2C=C(C(N(C2)COC)=O)OCOC)C=CC1F (5-[(3,4-difluorobenzyl)sulfanyl]-3-(methoxymethoxy)-1-(methoxymethyl)pyridin-2(1H)-one). Starting materials: Cl, Nc1nc(Cl)c2ccn(C3OC(CO)C(O)C3F)c2n1, [Na+], [OH-]. Yields the product Nc1nc2c(ccn2C2OC(CO)C(O)C2F)c(=O)[nH]1. Reaction SMILES: [ClH:21].[NH2:1][c:2]1[n:3][c:4]([Cl:20])[c:5]2[c:6]([n:7]1)[n:8]([CH:11]1[CH:12]([F:19])[CH:13]([OH:14])[CH:15]([CH2:17][OH:18])[O:16]1)[cH:9][cH:10]2.[Na+:23].[OH-:22]>>[NH2:1][c:2]1[nH:3][c:4](=[O:22])[c:5]2[c:6]([n:7]1)[n:8]([CH:11]1[CH:12]([F:19])[CH:13]([OH:14])[CH:15]([CH2:17][OH:18])[O:16]1)[cH:9][cH:10]2. Reactants: ClC=1OC=2C(N1)=C(C(=C(C2F)C2=CC=CC=C2)C)C#N (2-Chloro-7-fluoro-5-methyl-6-phenyl-1,3-benzoxazole-4-cabonitrile), COC1=CC=C(CN2N=CN=C2CNC)C=C1 (N-[[2-(4-methoxybenzyl)-2H-[1,2,4]triazol-3-yl]methyl]methylamine), C(C)(C)N(CC)C(C)C (diisopropylethylamine). Run in ClCCl (dichloromethane), ClCCl (dichloromethane). Yields the product FC=1C(=C(C(=C2N=C(OC21)N(CC=2N(N=CN2)CC2=CC=C(C=C2)OC)C)C#N)C)C2=CC=CC=C2 (7-Fluoro-2-[N-[[2-(4-methoxybenzyl)-2H-[1,2,4]triazol-3-yl]methyl]methylamino]-5-methyl-6-phenyl-1,3-benzoxazole-4-carbonitrile). Reaction SMILES: Cl[C:2]1[O:3][C:4]2[C:5](=[C:7]([C:19]#[N:20])[C:8]([CH3:18])=[C:9]([C:12]3[CH:17]=[CH:16][CH:15]=[CH:14][CH:13]=3)[C:10]=2[F:11])[N:6]=1.[CH3:21][O:22][C:23]1[CH:37]=[CH:36][C:26]([CH2:27][N:28]2[C:32]([CH2:33][NH:34][CH3:35])=[N:31][CH:30]=[N:29]2)=[CH:25][CH:24]=1.C(N(C(C)C)CC)(C)C>ClCCl>[F:11][C:10]1[C:9]([C:12]2[CH:17]=[CH:16][CH:15]=[CH:14][CH:13]=2)=[C:8]([CH3:18])[C:7]([C:19]#[N:20])=[C:5]2[C:4]=1[O:3][C:2]([N:34]([CH3:35])[CH2:33][C:32]1[N:28]([CH2:27][C:26]3[CH:36]=[CH:37][C:23]([O:22][CH3:21])=[CH:24][CH:25]=3)[N:29]=[CH:30][N:31]=1)=[N:6]2. Procedure details: 2-Chloro-7-fluoro-5-methyl-6-phenyl-1,3-benzoxazole-4-cabonitrile (I-130) (0.20 g, 0.70 mmol), N-[[2-(4-methoxybenzyl)-2H-[1,2,4]triazol-3-yl]methyl]methylamine (I-163) (0.18 g, 0.77 mmol) and diisopropylethylamine (0.13 ml, 0.76 mmol) were dissolved in dichloromethane (10 ml), followed by heating under reflux for 3 hours. This was diluted with dichloromethane, washed with water, and dried over anhydrous sodium sulfate. Starting materials: COc1cc(C=C2SC(NCCNC(=O)OC(C)(C)C)=NC2=O)ccc1Oc1ccc(C#N)cc1C(F)(F)F, CCOC(C)=O, CCOCC, CO, Cl. Product: Cl, COc1cc(C=C2SC(NCCN)=NC2=O)ccc1Oc1ccc(C#N)cc1C(F)(F)F. As a reaction SMILES: [C:1]([O:2][C:3](=[O:4])[NH:7][CH2:8][CH2:9][NH:10][C:11]1=[N:15][C:14](=[O:16])[C:13](=[CH:17][c:18]2[cH:19][c:20]([O:37][CH3:38])[c:21]([O:24][c:25]3[c:26]([C:33]([F:34])([F:35])[F:36])[cH:27][c:28]([C:31]#[N:32])[cH:29][cH:30]3)[cH:22][cH:23]2)[S:12]1)([CH3:5])([CH3:6])[CH3:39].[C:48]([O:49][CH2:50][CH3:51])(=[O:52])[CH3:53].[CH3:41][CH2:42][O:43][CH2:44][CH3:45].[CH3:46][OH:47].[ClH:40]>>[ClH:40].[NH2:7][CH2:8][CH2:9][NH:10][C:11]1=[N:15][C:14](=[O:16])[C:13](=[CH:17][c:18]2[cH:19][c:20]([O:37][CH3:38])[c:21]([O:24][c:25]3[c:26]([C:33]([F:34])([F:35])[F:36])[cH:27][c:28]([C:31]#[N:32])[cH:29][cH:30]3)[cH:22][cH:23]2)[S:12]1.